This data is from the Open Reaction Database (ORD), a public repository of structured organic reaction records. The task is: describe an organic reaction: reactants, conditions, products, and yield Reactants: Cc1cc(Nc2cc(N)c([N+](=O)[O-])cn2)nc(C)n1, CN(C)C=O, O=C(Cl)c1c(Cl)cccc1Cl, [H-], [Na+]. Product: Cc1cc(Nc2cc(NC(=O)c3c(Cl)cccc3Cl)c([N+](=O)[O-])cn2)nc(C)n1. Reaction SMILES: [CH3:1][c:2]1[n:3][c:4]([CH3:19])[cH:5][c:6]([NH:8][c:9]2[n:10][cH:11][c:12]([N+:16](=[O:17])[O-:18])[c:13]([NH2:15])[cH:14]2)[n:7]1.[CH3:33][N:34]([CH3:35])[CH:36]=[O:37].[Cl:22][c:23]1[c:24]([C:25](=[O:26])[Cl:27])[c:28]([Cl:32])[cH:29][cH:30][cH:31]1.[H-:20].[Na+:21]>>[CH3:1][c:2]1[n:3][c:4]([CH3:19])[cH:5][c:6]([NH:8][c:9]2[n:10][cH:11][c:12]([N+:16](=[O:17])[O-:18])[c:13]([NH:15][C:25]([c:24]3[c:23]([Cl:22])[cH:31][cH:30][cH:29][c:28]3[Cl:32])=[O:26])[cH:14]2)[n:7]1. Product: COC=1C=C(C=CC1OC)C=CC1=NC(=NO1)C=1C=NC=CC1 (3-{5-[2-(3,4-Dimethoxy-phenyl)-vinyl]-[1,2,4]oxadiazol-3-yl}-pyridine). Reactants: ONC(C1=CN=CC=C1)=N (N-hydroxy-nicotinimidamide), ONC(C1=CN=CC=C1)=N (N-hydroxy-nicotinimidamide), COC=1C=C(C=CC1OC)C=CC(=O)O (3-(3,4-dimethoxy-phenyl)-acrylic acid), compound, 1,1-carbonyldiimidazole. Reported procedure: To a solution of 4.35 g (20.95 mmol) of 3-(3,4-dimethoxy-phenyl)-acrylic acid (compound of Example 2; Step 1) in 35 mL of toluene, 3.703 g (22.8 mmol) of 1,1-carbonyldiimidazole was added in portions at 25° C. to 30° C. under inert atmosphere. To the thickened mixture, 15 mL of toluene was added and the resulting mixture was stirred at 25° C. to 30° C. for 60 to 90 min. A solution of N-hydroxy-nicotinimidamide (compound of Example 53; 6 g, 43.7 mmol) in 5 mL of toluene was added to the above rea... The solvent is C1(=CC=CC=C1)C (toluene), C1(=CC=CC=C1)C (toluene), C1(=CC=CC=C1)C (toluene). Conditions: time 75 minute. RXN SMILES: [CH3:1][O:2][C:3]1[CH:4]=[C:5]([CH:11]=[CH:12][C:13]([OH:15])=O)[CH:6]=[CH:7][C:8]=1[O:9][CH3:10].O[NH:17][C:18](=[NH:25])[C:19]1[CH:24]=[CH:23][CH:22]=[N:21][CH:20]=1>C1(C)C=CC=CC=1>[CH3:1][O:2][C:3]1[CH:4]=[C:5]([CH:11]=[CH:12][C:13]2[O:15][N:25]=[C:18]([C:19]3[CH:20]=[N:21][CH:22]=[CH:23][CH:24]=3)[N:17]=2)[CH:6]=[CH:7][C:8]=1[O:9][CH3:10]. Reaction SMILES: [H-].[Na+].[CH3:3][S:4]([C:7]1[C:8]2[C:9]3[C:13](=[CH:14][CH:15]=1)[NH:12][C:11](=[O:16])[C:10]=3[CH:17]=[CH:18][CH:19]=2)(=[O:6])=[O:5].[CH3:20]I>CN(C)C=O>[CH3:20][N:12]1[C:13]2[C:9]3[C:8](=[CH:19][CH:18]=[CH:17][C:10]=3[C:11]1=[O:16])[C:7]([S:4]([CH3:3])(=[O:6])=[O:5])=[CH:15][CH:14]=2 |f:0.1|. Reported procedure: To 25 ml of N,N-dimethylformamide is added 0.6 g of 60% sodium hydride under argon, followed by the rapid dropwise addition of a solution of 2.5 g of 6-(methylsulfonyl)-benz[cd]indol-2(1H)-one (Example 3) dissolved in 50 ml of N,N-dimethylformamide. The mixture is stirred for 20 minutes then heated at 50° C. for minutes followed by cooling to room temperature. While stirring, a solution of 2.14 g of methyl iodide in 25 ml of N,N-dimethylformamide is added dropwise. The stirring is continued at r... Run at temperature 50 celsius, time 20 minute. Product: CN1C(C2=C3C(C(=CC=C13)S(=O)(=O)C)=CC=C2)=O (1-Methyl-6-(methylsulfonyl)-benz[cd]indol-2(1H)-one). Reactants: CI (methyl iodide), ice, CS(=O)(=O)C=1C=2C3=C(C(NC3=CC1)=O)C=CC2 (6-(Methylsulfonyl)-benz[cd]indol-2(1H)-one), [H-].[Na+] (sodium hydride). The yield is 96.1%. Solvent: CN(C=O)C (N,N-dimethylformamide), CN(C=O)C (N,N-dimethylformamide), CN(C=O)C (N,N-dimethylformamide). Reactants: C(C)(C)(C)OC(=O)N1CCC(CC1)C1=CC=2C(=CN=C(C2)Cl)O1 (4-(5-chloro-furo[2,3-c]pyridin-2-yl)-piperidine-1-carboxylic acid tert-butyl ester), C(C)NC(=O)C1=CC=C(C=C1)B(O)O (4-ethylcarbamoyl-phenylboronic acid). Yields the product C(C)(C)(C)OC(=O)N1CCC(CC1)C1=CC=2C(=CN=C(C2)C2=CC=C(C=C2)C(NCC)=O)O1 (4-[5-(4-Ethylcarbamoyl-phenyl)-furo[2,3-c]pyridin-2-yl]-piperidine-1-carboxylic acid tert-butyl ester). Reaction SMILES: [C:1]([O:5][C:6]([N:8]1[CH2:13][CH2:12][CH:11]([C:14]2[O:23][C:17]3=[CH:18][N:19]=[C:20](Cl)[CH:21]=[C:16]3[CH:15]=2)[CH2:10][CH2:9]1)=[O:7])([CH3:4])([CH3:3])[CH3:2].[CH2:24]([NH:26][C:27]([C:29]1[CH:34]=[CH:33][C:32](B(O)O)=[CH:31][CH:30]=1)=[O:28])[CH3:25]>>[C:1]([O:5][C:6]([N:8]1[CH2:13][CH2:12][CH:11]([C:14]2[O:23][C:17]3=[CH:18][N:19]=[C:20]([C:32]4[CH:33]=[CH:34][C:29]([C:27](=[O:28])[NH:26][CH2:24][CH3:25])=[CH:30][CH:31]=4)[CH:21]=[C:16]3[CH:15]=2)[CH2:10][CH2:9]1)=[O:7])([CH3:4])([CH3:3])[CH3:2]. Procedure: The title compound is prepared from 4-(5-chloro-furo[2,3-c]pyridin-2-yl)-piperidine-1-carboxylic acid tert-butyl ester and 4-ethylcarbamoyl-phenylboronic acid following a procedure analogous to that described for Example 1; the reaction is conducted at 150° C. LC (method 4): tR=1.68 min; Mass spectrum (ESI+): m/z=450 [M+H]+. RXN SMILES: Cl[CH2:2][CH2:3][CH2:4][CH2:5][CH2:6][CH2:7][OH:8].[SH:9][CH2:10][C:11]([OH:13])=[O:12]>[OH-].[Na+]>[C:11]([CH2:10][S:9][CH2:2][CH2:3][CH2:4][CH2:5][CH2:6][CH2:7][OH:8])([OH:13])=[O:12] |f:2.3|. Conditions: temperature 50 celsius. Product: C(=O)(O)CSCCCCCCO (6-(Carboxymethylthio)-1-hexanol). Starting materials: ClCCCCCCO (6-chloro-1-hexanol), SCC(=O)O (mercaptoacetic acid). Run in [OH-].[Na+] (NaOH). Procedure: 4.5 ml (0.04M) of 6-chloro-1-hexanol is added to a solution of 2.8 ml (0.04M) of mercaptoacetic acid in 120 ml of 1N NaOH. The solution is warmed to about 50° C. for 16 hours, then acidified and extracted repeatedly with ethyl acetate. The combined extracts are concentrated to dryness and the residue purified by recrystallization. Starting materials: N(=O)[O-].[Na+] (sodium nitrite), S(O)(O)(=O)=O (sulphuric acid), C(C1=CC=CC=C1)OC(CC[C@H](N)C(=O)O)=O (L-glutamic acid-5-benzylester), [Br-].[Na+] (sodium bromide). Run in Br (hydrobromic acid), C(C)OCC (diethyl ether). Run at temperature 0 celsius, time 2 hour. Product: C(C1=CC=CC=C1)OC(CCC(C(=O)O)Br)=O (α-bromoglutaric acid 5-benzyl ester). The yield is 46.2%. Reaction SMILES: [CH2:1]([O:8][C:9](=[O:17])[CH2:10][CH2:11][C@@H:12]([C:14]([OH:16])=[O:15])N)[C:2]1[CH:7]=[CH:6][CH:5]=[CH:4][CH:3]=1.[Br-:18].[Na+].N([O-])=O.[Na+].S(=O)(=O)(O)O>Br.C(OCC)C>[CH2:1]([O:8][C:9](=[O:17])[CH2:10][CH2:11][CH:12]([Br:18])[C:14]([OH:16])=[O:15])[C:2]1[CH:7]=[CH:6][CH:5]=[CH:4][CH:3]=1 |f:1.2,3.4|. Reported procedure: To a solution of L-glutamic acid-5-benzylester (Fluka, 3.0 g, 0.013 mol) and sodium bromide (Fisher, 4.6 g, 0.044 mol) in aqueous hydrobromic acid (Fluka, 1 M, 22.5 mL) cooled to 0° C. was added portion wise sodium nitrite (Fluka, 1.6 g, 0.023 mol). After stirring for 2 h at 0° C., concentrated sulphuric acid (Merck, 1.2 mL) was added followed by diethyl ether (Eternell). The water phase was extracted three times with diethyl ether. The combined organic phases was washed four times with brine, d...